From a dataset of the Open Reaction Database (ORD), a public repository of structured organic reaction records. describe an organic reaction: reactants, conditions, products, and yield Reaction conditions: temperature 125 celsius. The solvent is C1(=CC=CC=C1)C (toluene). Reported procedure: Combine 7.95 g (0.055 moles) ethyl(heptyl)amine, 3.5 ml (0.055 moles) chloroacetonitrile, 5.8 g (0.055 moles) sodium carbonate and 25 ml toluene in a sealed pressure tube. Heat to 125° C. for 18 hrs. Follow the progress of the reaction by thin layer chromatography on silica gel (CH3CN+MeOH+NH4OH, 85+10+5). At the completion of the reaction, filter the reaction mixture and evaporate the solvents to provide the title compound. The product is C(C)N(CC#N)CCCCCCC (2-[Ethyl(heptyl)amino]acetonitrile). RXN SMILES: [CH2:1]([NH:3][CH2:4][CH2:5][CH2:6][CH2:7][CH2:8][CH2:9][CH3:10])[CH3:2].Cl[CH2:12][C:13]#[N:14].C(=O)([O-])[O-].[Na+].[Na+]>C1(C)C=CC=CC=1>[CH2:1]([N:3]([CH2:4][CH2:5][CH2:6][CH2:7][CH2:8][CH2:9][CH3:10])[CH2:12][C:13]#[N:14])[CH3:2] |f:2.3.4|. The reactants are C(C)NCCCCCCC (ethyl(heptyl)amine), ClCC#N (chloroacetonitrile), C([O-])([O-])=O.[Na+].[Na+] (sodium carbonate). RXN SMILES: [CH3:1][O:2][c:3]1[cH:4][c:5]([CH2:19][C:20](=[O:21])[O:22][C:23]([CH3:24])([CH3:25])[CH3:26])[cH:6][cH:7][c:8]1[NH:9][C:10](=[O:11])[NH:12][c:13]1[cH:14][cH:15][cH:16][cH:17][cH:18]1.[OH:27][C:28]([C:29]([F:30])([F:31])[F:32])=[O:33]>>[CH3:1][O:2][c:3]1[cH:4][c:5]([CH2:19][C:20](=[O:21])[OH:22])[cH:6][cH:7][c:8]1[NH:9][C:10](=[O:11])[NH:12][c:13]1[cH:14][cH:15][cH:16][cH:17][cH:18]1. Reactants: COc1cc(CC(=O)OC(C)(C)C)ccc1NC(=O)Nc1ccccc1, O=C(O)C(F)(F)F. Yields the product COc1cc(CC(=O)O)ccc1NC(=O)Nc1ccccc1. The reactants are [Na+].[Cl-] (NaCl), CS(=O)(=O)Cl (methane sulfonyl chloride), C(=O)(OC(C)(C)C)N[C@@H](CO)C(=O)O (Boc-L-serine), Cl.CON (methoxyamine hydrochloride), 1-(3-dimethyl-aminopropyl)-3-ethylcarbodiimide hydrochloride, C(=O)([O-])[O-].[K+].[K+] (K2CO3), [NH4+].[Cl-] (NH4Cl), [Na] (sodium), Cl (HCl). Solvent: O.CC(C)(C)O (H2O t-BuOH), CC(=O)C (acetone), CCOC(=O)C (EtOAc). Run at temperature 0 celsius, time 2 hour. Yields the product C(C)(C)(C)OC(N[C@@H]1C(NC1)=O)=O ((2-Oxoazetidin-3-(S)-yl)-carbamic acid tert-butyl ester). Yield: 22.0%. Reaction SMILES: [C:1]([NH:8][C@H:9]([C:12](O)=O)[CH2:10][OH:11])([O:3][C:4]([CH3:7])([CH3:6])[CH3:5])=[O:2].Cl.CO[NH2:18].[Na+].[Cl-].CS(Cl)(=O)=O.Cl.C([O-])([O-])=O.[K+].[K+].[Na].[NH4+].[Cl-]>O.CC(O)(C)C.CCOC(C)=O.CC(C)=O>[C:4]([O:3][C:1](=[O:2])[NH:8][C@H:9]1[CH2:12][NH:18][C:10]1=[O:11])([CH3:7])([CH3:6])[CH3:5] |f:1.2,3.4,7.8.9,11.12,13.14,^1:32|. Procedure details: To a solution of Boc-L-serine (10.3 g, 50 mmol) in 75 mL of H2O:t-BuOH (2:1) is added methoxyamine hydrochloride (23 g, 75 mmol) and 1-(3-dimethyl-aminopropyl)-3-ethylcarbodiimide hydrochloride (9.6 g, 50 mmol). After 2 hours, the solution is saturated with NaCl. The solution is extracted with EtOAc. The organic layer is dried over MgSO4, filtered and concentrated. The resulting crude material is dissolved in 50 mL of pyridine and cooled to 0° C. To the solution is added methane sulfonyl chlorid... The reactants are NC=1C=C(C#N)C=CC1NCCC (3-amino-4-n-propylaminobenzonitrile), Cl.ClCC(OCC)=N (ethyl chloroacetimidate hydrochloride). Run in C(C)O (ethanol). The product is Cl.C(CC)N1C(=NC2=C1C=CC(=C2)C#N)CCl (1-n-Propyl-2-chloromethyl-5-cyanobenzimidazole hydrochloride). As a reaction SMILES: [NH2:1][C:2]1[CH:3]=[C:4]([CH:7]=[CH:8][C:9]=1[NH:10][CH2:11][CH2:12][CH3:13])[C:5]#[N:6].Cl.[Cl:15][CH2:16][C:17](=N)OCC>C(O)C>[ClH:15].[CH2:11]([N:10]1[C:9]2[CH:8]=[CH:7][C:4]([C:5]#[N:6])=[CH:3][C:2]=2[N:1]=[C:17]1[CH2:16][Cl:15])[CH2:12][CH3:13] |f:1.2,4.5|. Reported procedure: A solution of 3-amino-4-n-propylaminobenzonitrile (7.38 g, 42.1 mmol) and ethyl chloroacetimidate hydrochloride (9.92 g, 63.2 mmol) in ethanol (100 mL) is heated at reflux for 17 h, then cooled and concentrated to give 1-n-Propyl-2-chloromethyl-5-cyanobenzimidazole hydrochloride. Prior to use in the next step, this material is converted to free base by adding aqueous bicarbonate and extracting with dichloromethane, drying (Na2SO4), and concentrating. ii) Alternatively, chloroacetylchloride rathe... Starting materials: CCO, CCOC(=O)c1c(-c2ccccc2)n(C2CC2)c2c(OC)c(F)c(F)c(N)c2c1=O, [Na+], [OH-]. The product is COc1c(F)c(F)c(N)c2c(=O)c(C(=O)O)c(-c3ccccc3)n(C3CC3)c12. As a reaction SMILES: [CH3:33][CH2:34][OH:35].[NH2:1][c:2]1[c:3]2[c:4](=[O:30])[c:5]([C:25](=[O:26])[O:27][CH2:28][CH3:29])[c:6](-[c:19]3[cH:20][cH:21][cH:22][cH:23][cH:24]3)[n:7]([CH:16]3[CH2:17][CH2:18]3)[c:8]2[c:9]([O:14][CH3:15])[c:10]([F:13])[c:11]1[F:12].[Na+:32].[OH-:31]>>[NH2:1][c:2]1[c:3]2[c:4](=[O:30])[c:5]([C:25](=[O:26])[OH:27])[c:6](-[c:19]3[cH:20][cH:21][cH:22][cH:23][cH:24]3)[n:7]([CH:16]3[CH2:17][CH2:18]3)[c:8]2[c:9]([O:14][CH3:15])[c:10]([F:13])[c:11]1[F:12]. Starting materials: COC(=O)C1=CSC(=C1)Br (5-Bromo-thiophene-3-carboxylic acid methyl ester), O (water), CN1N=CC=C1B1OC(C(O1)(C)C)(C)C (1-methyl-5-(4,4,5,5-tetramethyl-[1,3,2]dioxaborolan-2-yl)-1H-pyrazole), C([O-])([O-])=O.[Cs+].[Cs+] (caesium carbonate). Reagents/catalysts: C1(=CC=CC=C1)P(C1=CC=CC=C1)C1=CC=CC=C1.C1(=CC=CC=C1)P(C1=CC=CC=C1)C1=CC=CC=C1.C1(=CC=CC=C1)P(C1=CC=CC=C1)C1=CC=CC=C1.C1(=CC=CC=C1)P(C1=CC=CC=C1)C1=CC=CC=C1.[Pd] (palladium tetrakis(triphenylphosphine)). The solvent is COCCOC (DME), IMS. Run at temperature 140 celsius. Product: COC(=O)C1=CSC(=C1)C=1N(N=CC1)C (5-(2-methyl-2H-pyrazol-3-yl)-thiophene-3-carboxylic acid methyl ester). The yield is 84.3%. RXN SMILES: [CH3:1][O:2][C:3]([C:5]1[CH:9]=[C:8](Br)[S:7][CH:6]=1)=[O:4].[CH3:11][N:12]1[C:16](B2OC(C)(C)C(C)(C)O2)=[CH:15][CH:14]=[N:13]1.C(=O)([O-])[O-].[Cs+].[Cs+].O>COCCOC.C1(P(C2C=CC=CC=2)C2C=CC=CC=2)C=CC=CC=1.C1(P(C2C=CC=CC=2)C2C=CC=CC=2)C=CC=CC=1.C1(P(C2C=CC=CC=2)C2C=CC=CC=2)C=CC=CC=1.C1(P(C2C=CC=CC=2)C2C=CC=CC=2)C=CC=CC=1.[Pd]>[CH3:1][O:2][C:3]([C:5]1[CH:9]=[C:8]([C:16]2[N:12]([CH3:11])[N:13]=[CH:14][CH:15]=2)[S:7][CH:6]=1)=[O:4] |f:2.3.4,7.8.9.10.11|. Reported procedure: 5-Bromo-thiophene-3-carboxylic acid methyl ester (0.193 g, 0.87 mmol) was combined with 1-methyl-5-(4,4,5,5-tetramethyl-[1,3,2]dioxaborolan-2-yl)-1H-pyrazole (0.2 g, 0.96 mmol), caesium carbonate (0.424 g, 1.3 mmol), and palladium tetrakis(triphenylphosphine) (0.1 g, 0.09 mmol) in DME (10 mL), IMS 2 mL) and water (1 mL). The reaction mixture was degassed then heated by microwave irradiation to 140° C. for 20 minutes. The mixture was diluted with water then extracted with DCM (×3) then the organi... Starting materials: BrC=1N=C2C(=NC1)NC=C2[N+](=O)[O-] (2-bromo-7-nitro-5H-pyrrolo[2,3-b]pyrazine), O.O.Cl[Sn]Cl (dichlorotin dihydrate). Run in C(C)(=O)O (acetic acid), Cl (hydrogen chloride). Reaction conditions: time 1 hour. The product is BrC=1N=C2C(=NC1)NC=C2N (2-bromo-5H-pyrrolo[2,3-b]pyrazin-7-amine). Isolated yield 54.5%. RXN SMILES: [Br:1][C:2]1[N:3]=[C:4]2[C:10]([N+:11]([O-])=O)=[CH:9][NH:8][C:5]2=[N:6][CH:7]=1.O.O.Cl[Sn]Cl>C(O)(=O)C.Cl>[Br:1][C:2]1[N:3]=[C:4]2[C:10]([NH2:11])=[CH:9][NH:8][C:5]2=[N:6][CH:7]=1 |f:1.2.3|. Reported procedure: To a solution of 2-bromo-7-nitro-5H-pyrrolo[2,3-b]pyrazine (21.76 g, 89.54 mmol) in acetic acid (108.8 mL) and concentrated hydrogen chloride (108.8 mL) was added dichlorotin dihydrate (101.0 g, 447.7 mmol). The reaction mixture was left to stir for 1 hour at ambient temperature. Reaction mixture was quenched by addition of 2M NaOH solution and the aqueous extracted with EtOAc (×3). Organic layer was dried (MgSO4), filtered and concentrated in vacuo. The resulting solid was washed with saturated... The reactants are COC(CCCNC(=O)C=1C=NC=CC1)=O (4[(pyridine-3-carbonyl)-amino]-butyric acid methyl ester), [Li+].[OH-] (LiOH), C(Cl)(Cl)Cl (chloroform). Solvent: O (water), C1CCOC1 (THF). Reaction conditions: temperature 25 celsius, time 8 hour. Product: N1=CC(=CC=C1)C(=O)NCCCC(=O)O (4[(pyridine-3-carbonyl)-amino]-butyric acid). The yield is 82.3%. Reaction SMILES: C[O:2][C:3](=[O:16])[CH2:4][CH2:5][CH2:6][NH:7][C:8]([C:10]1[CH:11]=[N:12][CH:13]=[CH:14][CH:15]=1)=[O:9].[Li+].[OH-].C(Cl)(Cl)Cl>C1COCC1.O>[N:12]1[CH:13]=[CH:14][CH:15]=[C:10]([C:8]([NH:7][CH2:6][CH2:5][CH2:4][C:3]([OH:16])=[O:2])=[O:9])[CH:11]=1 |f:1.2|. Procedure details: To a solution of 4[(pyridine-3-carbonyl)-amino]-butyric acid methyl ester (0.8 g, 3.5 mmol), in THF (14 mL) was added LiOH (0.75 g, 17.9 mmol), dissolved in water (6 mL). The mixture was allowed to stir at room temperature (25° C.) overnight. 50% starting material remains as such. Then reaction mixture heated at (45° C.). The reaction did not progress. The reaction mixture was worked up with chloroform to recover the starting material. The aqueous layer was diluted with water, acidified with 1.5... Reactants: O=C([O-])O, COC(=O)Cl, [Na+], [Na+], [Na+], O=C([O-])[O-], O, O=C(O)C1CSC(c2ccccc2)N1. The product is COC(=O)N1C(C(=O)O)CSC1c1ccccc1. RXN SMILES: [C:7](=[O:8])([OH:9])[O-:10].[Cl:26][C:27](=[O:28])[O:29][CH3:30].[Na+:11].[Na+:1].[Na+:2].[O-:3][C:4](=[O:5])[O-:6].[OH2:31].[c:12]1([CH:18]2[S:19][CH2:20][CH:21]([C:23](=[O:24])[OH:25])[NH:22]2)[cH:13][cH:14][cH:15][cH:16][cH:17]1>>[c:12]1([CH:18]2[S:19][CH2:20][CH:21]([C:23](=[O:24])[OH:25])[N:22]2[C:27](=[O:28])[O:29][CH3:30])[cH:13][cH:14][cH:15][cH:16][cH:17]1. Starting materials: ClC1=CC2=C(C(=N1)C=NO)C(=NN2C(C2=CC=CC=C2)(C2=CC=CC=C2)C2=CC=CC=C2)OC (6-chloro-3-methoxy-1-trityl-1H-pyrazolo[4,3-c]pyridine-4-carbaldehyde oxime), C(=O)(O)[O-].[Na+] (NaHCO3), C1(=CC=CC=C1)P(C1=CC=CC=C1)C1=CC=CC=C1 (triphenylphosphine), II (iodine). RXN SMILES: [Cl:1][C:2]1[N:7]=[C:6]([CH:8]=[N:9]O)[C:5]2[C:11]([O:33][CH3:34])=[N:12][N:13]([C:14]([C:27]3[CH:32]=[CH:31][CH:30]=[CH:29][CH:28]=3)([C:21]3[CH:26]=[CH:25][CH:24]=[CH:23][CH:22]=3)[C:15]3[CH:20]=[CH:19][CH:18]=[CH:17][CH:16]=3)[C:4]=2[CH:3]=1.C1(P(C2C=CC=CC=2)C2C=CC=CC=2)C=CC=CC=1.II.C([O-])(O)=O.[Na+]>C(Cl)Cl>[Cl:1][C:2]1[N:7]=[C:6]([C:8]#[N:9])[C:5]2[C:11]([O:33][CH3:34])=[N:12][N:13]([C:14]([C:15]3[CH:16]=[CH:17][CH:18]=[CH:19][CH:20]=3)([C:21]3[CH:22]=[CH:23][CH:24]=[CH:25][CH:26]=3)[C:27]3[CH:32]=[CH:31][CH:30]=[CH:29][CH:28]=3)[C:4]=2[CH:3]=1 |f:3.4|. Conditions: time 8 hour. Reported procedure: 6-chloro-3-methoxy-1-trityl-1H-pyrazolo[4,3-c]pyridine-4-carbaldehyde oxime (165 mg, 0.352 mmol) was taken up in DCM (6 ml) and triphenylphosphine (92 mg, 0.352 mmol) was added, followed by iodine (89 mg, 0.352 mmol). The resulting mixture was stirred at room temperature overnight. Saturated NaHCO3 was added and the products extracted into EtOAc (×2). The combined organic extracts were washed with brine, dried over MgSO4 and concentrated in vacuo. Purification of the residue by MPLC (0-25% EtOAc... Run in C(Cl)Cl (DCM). Yields the product ClC1=CC2=C(C(=N1)C#N)C(=NN2C(C2=CC=CC=C2)(C2=CC=CC=C2)C2=CC=CC=C2)OC (6-chloro-3-methoxy-1-trityl-1H-pyrazolo[4,3-c]pyridine-4-carbonitrile).